Dataset: the Open Reaction Database (ORD), a public repository of structured organic reaction records. Task: describe an organic reaction: reactants, conditions, products, and yield Starting materials: [OH-].[Na+] (NaOH), C(#N)C1=NC=CC(=C1)OC1=CC(=C(C=C1)N(C(C(F)(F)F)=O)C)[N+](=O)[O-] (N-[4-(2-cyano-pyridin-4-yloxy)-2-nitro-phenyl]-2,2,2-trifluoro-N-methyl-acetamide). The solvent is C(C)O (ethanol), O (H2O). Run at temperature 0 celsius, time 40 minute. Yields the product CNC1=C(C=C(OC2=CC(=NC=C2)C#N)C=C1)[N+](=O)[O-] (4-(4-Methylamino-3-nitro-phenoxy)-pyridine-2-carbonitrile). Reaction SMILES: [OH-].[Na+].[C:3]([C:5]1[CH:10]=[C:9]([O:11][C:12]2[CH:17]=[CH:16][C:15]([N:18](C)[C:19](=O)C(F)(F)F)=[C:14]([N+:26]([O-:28])=[O:27])[CH:13]=2)[CH:8]=[CH:7][N:6]=1)#[N:4]>C(O)C.O>[CH3:19][NH:18][C:15]1[CH:16]=[CH:17][C:12]([O:11][C:9]2[CH:8]=[CH:7][N:6]=[C:5]([C:3]#[N:4])[CH:10]=2)=[CH:13][C:14]=1[N+:26]([O-:28])=[O:27] |f:0.1|. Procedure: NaOH (1 mL, 1N aq) was added dropwise to a solution of N-[4-(2-cyano-pyridin-4-yloxy)-2-nitro-phenyl]-2,2,2-trifluoro-N-methyl-acetamide (440 mg) in ethanol (6 mL) at RT. After 40 min, the mixture was diluted with H2O (20 mL) and cooled to 0° C. Bright orange crystals were collected, washed (H2O) and air-dried 311.1 mg (94%). M/z=271 (M+1)